This data is from the Open Reaction Database (ORD), a public repository of structured organic reaction records. The task is: describe an organic reaction: reactants, conditions, products, and yield Starting materials: O=CCC1(Cc2ccccc2)C=CCCC1, CS(C)=O, [O-][Cl+][O-], [Na+], O. The product is O=C(O)CC1(Cc2ccccc2)C=CCCC1. RXN SMILES: [CH2:6]([c:7]1[cH:8][cH:9][cH:10][cH:11][cH:12]1)[C:13]1([CH2:19][CH:20]=[O:21])[CH:14]=[CH:15][CH2:16][CH2:17][CH2:18]1.[CH3:22][S:23]([CH3:24])=[O:25].[Cl+:1]([O-:2])[O-:3].[Na+:4].[OH2:5]>>[OH:5][C:20]([CH2:19][C:13]1([CH2:6][c:7]2[cH:8][cH:9][cH:10][cH:11][cH:12]2)[CH:14]=[CH:15][CH2:16][CH2:17][CH2:18]1)=[O:21]. Reactants: CC(=O)SCC(C)C(=O)N(CC(=O)OC(C)(C)C)C1CCCC1, C[Si](C)(C)Cl, CC#N, [I-], [Na+], O. RXN SMILES: [C:1]([CH3:2])([CH3:3])([CH3:4])[O:5][C:6]([CH2:7][N:8]([CH:9]1[CH2:10][CH2:11][CH2:12][CH2:13]1)[C:14]([CH:15]([CH2:16][S:17][C:18]([CH3:19])=[O:20])[CH3:21])=[O:22])=[O:23].[CH3:24][Si:25]([Cl:26])([CH3:27])[CH3:28].[CH3:31][C:32]#[N:33].[I-:30].[Na+:29].[OH2:34]>>[O:5]=[C:6]([CH2:7][N:8]([CH:9]1[CH2:10][CH2:11][CH2:12][CH2:13]1)[C:14]([CH:15]([CH2:16][S:17][C:18]([CH3:19])=[O:20])[CH3:21])=[O:22])[OH:23]. The product is CC(=O)SCC(C)C(=O)N(CC(=O)O)C1CCCC1.